From a dataset of the Open Reaction Database (ORD), a public repository of structured organic reaction records. describe an organic reaction: reactants, conditions, products, and yield RXN SMILES: [F:1][C:2]([F:12])([F:11])[C:3]1[CH:8]=[CH:7][C:6]([NH2:9])=[C:5]([NH2:10])[CH:4]=1.[C:13]([NH:15][C:16]([NH2:18])=[NH:17])#N>>[F:1][C:2]([F:11])([F:12])[C:3]1[CH:8]=[CH:7][C:6]2[N:9]=[C:13]([NH:15][C:16]([NH2:18])=[NH:17])[NH:10][C:5]=2[CH:4]=1. Reactants: FC(C1=CC(=C(C=C1)N)N)(F)F (4-Trifluoromethyl -o- phenylenediamine), C(#N)NC(=N)N (cyanoguanidine). Procedure: 4-Trifluoromethyl -o- phenylenediamine (25.46g) and cyanoguanidine (12.40g) were reacted together in a manner analogous to that of Example 2 to yield 5-Trifluoromethyl-2-guanidinobenzimidazole is a red gummy solid which when dissolved in 5N hydrochloroic acid and evaporated to dryness yielded the dihydrochloride (25.01g) as a brown solid, m.p. 206°-209°C. The product is FC(C1=CC2=C(N=C(N2)NC(=N)N)C=C1)(F)F (5-Trifluoromethyl-2-guanidinobenzimidazole).